describe an organic reaction: reactants, conditions, products, and yield From a dataset of the Open Reaction Database (ORD), a public repository of structured organic reaction records. The reactants are O1CC1COC=1SC(=CN1)C(=O)N (1,2-epoxy-3-(5-aminocarbonylthiazol-2-oxy)-propane), N1CCOCC1 (morpholine), O1CC1COC=1SC(=CN1)C(=O)NCCCC(CC)C (1,2-epoxy-3-(5-4'-methylhexylaminocarbonylthiazol-2-oxy)-propane). The solvent is C(C)O (ethanol). Product: crude residue, O1CCN(CC1)N1C(SC(=C1)C(=O)NCCCC(CC)C)OCC(C)O (N-morpholino-3-(5-4'-methylhexylaminocarbonylthiazol-2-oxy)-2-propanol). As a reaction SMILES: [NH:1]1[CH2:6][CH2:5][O:4][CH2:3][CH2:2]1.[O:7]1[CH:9]([CH2:10][O:11][C:12]2[S:13][C:14]([C:17]([NH:19][CH2:20][CH2:21][CH2:22][CH:23]([CH3:26])[CH2:24][CH3:25])=[O:18])=[CH:15][N:16]=2)[CH2:8]1.O1C(COC2SC(C(N)=O)=CN=2)C1>C(O)C>[O:4]1[CH2:5][CH2:6][N:1]([N:16]2[CH:15]=[C:14]([C:17]([NH:19][CH2:20][CH2:21][CH2:22][CH:23]([CH3:26])[CH2:24][CH3:25])=[O:18])[S:13][CH:12]2[O:11][CH2:10][CH:9]([OH:7])[CH3:8])[CH2:2][CH2:3]1. Reported procedure: This example illustrates further methods according to the invention of preparing the compounds of formula I to the invention. In this example 1 g. of morpholine is added to a solution containing 0.3 g. of 1,2-epoxy-3-(5-4'-methylhexylaminocarbonylthiazol-2-oxy)-propane in 20 ml. of anhydrous absolute ethanol at 20° C. The resulting mixture is monitored by thin-layer chromatographic analysis and allowed to stand until conversion of the 1,2-epoxy-3-(5-aminocarbonylthiazol-2-oxy)-propane is essenti... Starting materials: NC1=C(C=O)C=C(C=C1)F (2-amino-5-fluorobenzaldehyde), FC1=C(C(=CC=C1)OC)CCC#N (3-(2-fluoro-6-methoxyphenyl)propionitrile). The product is FC=1C=C2C=C(C(=NC2=CC1)N)CC1=C(C=CC=C1OC)F (6-Fluoro-3-(2-fluoro-6-methoxybenzyl)quinolin-2-amine). Reaction SMILES: [NH2:1][C:2]1[CH:9]=[CH:8][C:7]([F:10])=[CH:6][C:3]=1[CH:4]=O.[F:11][C:12]1[CH:17]=[CH:16][CH:15]=[C:14]([O:18][CH3:19])[C:13]=1[CH2:20][CH2:21][C:22]#[N:23]>>[F:10][C:7]1[CH:6]=[C:3]2[C:2](=[CH:9][CH:8]=1)[N:1]=[C:22]([NH2:23])[C:21]([CH2:20][C:13]1[C:14]([O:18][CH3:19])=[CH:15][CH:16]=[CH:17][C:12]=1[F:11])=[CH:4]2. Reported procedure: The title compound was synthesized according to EXAMPLE 11 from 2-amino-5-fluorobenzaldehyde and 3-(2-fluoro-6-methoxyphenyl)propionitrile. Reaction temperature 100° C. The reactants are C(#N)C1=CC=C(C=C1)[C@@H]1CC[C@H](CC1)CCCC=O (4-[trans-4-(p-cyanophenyl)cyclohexyl]butyraldehyde), COC(C)(C)C (t-butyl methyl ether), O (water), potassium t-butylate, COC(C)(C)C (t-butyl methyl ether). The reagents and catalysts are [Br-].C(C)[P+](C1=CC=CC=C1)(C1=CC=CC=C1)C1=CC=CC=C1 (ethyl-triphenylphosphonium bromide). Conditions: temperature 0 celsius, time 45 minute. Product: ethyl acetate petroleum ether, C(CCC=CC)[C@@H]1CC[C@H](CC1)C1=CC=C(C#N)C=C1 (p-[trans-4-(4-hexenyl)cyclohexyl]benzonitrile). Reaction SMILES: [C:1]([C:3]1[CH:8]=[CH:7][C:6]([C@H:9]2[CH2:14][CH2:13][C@H:12]([CH2:15][CH2:16][CH2:17][CH:18]=O)[CH2:11][CH2:10]2)=[CH:5][CH:4]=1)#[N:2].O.CO[C:23](C)(C)[CH3:24]>[Br-].C([P+](C1C=CC=CC=1)(C1C=CC=CC=1)C1C=CC=CC=1)C>[CH2:15]([C@H:12]1[CH2:13][CH2:14][C@H:9]([C:6]2[CH:7]=[CH:8][C:3]([C:1]#[N:2])=[CH:4][CH:5]=2)[CH2:10][CH2:11]1)[CH2:16][CH2:17][CH:18]=[CH:23][CH3:24] |f:3.4|. Procedure details: A suspension of 3.16 g of ethyl-triphenylphosphonium bromide in 50 ml of dry t-butyl methyl ether was treated with 960 mg of potassium t-butylate while gassing with argon at -10° C. and the mixture was stirred for a further 45 minutes at 0° C. Thereafter, the mixture was cooled to -20° C., treated within 5 minutes with a solution of 1.45 g of 4-[trans-4-(p-cyanophenyl)cyclohexyl]butyraldehyde (purity 90%) in 20 ml of t-butyl methyl ether and the mixture was stirred for a further 30 minutes while... Reactants: O=C(O)c1cc(N2CCCCC2)nc2ccccc12, Cc1ccc(N)cc1-c1ccc(C(=O)NCC2CC2)cc1. Yields the product Cc1ccc(NC(=O)c2cc(N3CCCCC3)nc3ccccc23)cc1-c1ccc(C(=O)NCC2CC2)cc1. Reaction SMILES: [N:22]1([c:28]2[n:29][c:30]3[cH:31][cH:32][cH:33][cH:34][c:35]3[c:36]([C:38](=[O:39])[OH:40])[cH:37]2)[CH2:23][CH2:24][CH2:25][CH2:26][CH2:27]1.[NH2:1][c:2]1[cH:3][cH:4][c:5]([CH3:21])[c:6](-[c:8]2[cH:9][cH:10][c:11]([C:14](=[O:15])[NH:16][CH2:17][CH:18]3[CH2:19][CH2:20]3)[cH:12][cH:13]2)[cH:7]1>>[NH:1]([c:2]1[cH:3][cH:4][c:5]([CH3:21])[c:6](-[c:8]2[cH:9][cH:10][c:11]([C:14](=[O:15])[NH:16][CH2:17][CH:18]3[CH2:19][CH2:20]3)[cH:12][cH:13]2)[cH:7]1)[C:38]([c:36]1[c:35]2[c:30]([n:29][c:28]([N:22]3[CH2:23][CH2:24][CH2:25][CH2:26][CH2:27]3)[cH:37]1)[cH:31][cH:32][cH:33][cH:34]2)=[O:39].